This data is from the Open Reaction Database (ORD), a public repository of structured organic reaction records. The task is: describe an organic reaction: reactants, conditions, products, and yield Reactants: C(CCC(=O)OCCCC(=O)Cl)(=O)OCC=C (allyl 4-chloro-4-oxobutyl succinate), FC1=C(C=CC(=C1)F)[C@]([C@@H](C)S[C@H]1CO[C@@H](OC1)/C=C/C=C/C1=C(C=C(C#N)C=C1)F)(CN1N=CN=C1)O (4-[(1E,3E)-4-[trans-5-[[(1R,2R)-2-(2,4-difluorophenyl)-2-hydroxy-1-methyl-3-(1H-1,2,4-triazol-1-yl)propyl]thio]-1,3-dioxan-2-yl]-1,3-butadienyl]-3-fluorobenzonitrile), [H-].[Na+] (sodium hydride). Yields the product C(CCC(=O)OCCCC(=O)O[C@@]([C@@H](C)S[C@H]1CO[C@@H](OC1)\C=C\C=C\C1=C(C=C(C=C1)C#N)F)(CN1N=CN=C1)C1=C(C=C(C=C1)F)F)(=O)OCC=C (Allyl 4-[(1R,2R)-2-[[trans-2-[(1E,3E)-4-(4-cyano-2-fluorophenyl)-1,3-butadienyl]-1,3-dioxan-5-yl]thio]-1-(2,4-difluorophenyl)-1-[(1H-1,2,4-triazol-1-yl)methyl]propoxy]-4-oxobutyl succinate). Isolated yield 40.0%. RXN SMILES: [C:1]([O:14][CH2:15][CH:16]=[CH2:17])(=[O:13])[CH2:2][CH2:3][C:4]([O:6][CH2:7][CH2:8][CH2:9][C:10](Cl)=[O:11])=[O:5].[F:18][C:19]1[CH:24]=[C:23]([F:25])[CH:22]=[CH:21][C:20]=1[C@@:26]([OH:55])([CH2:49][N:50]1[CH:54]=[N:53][CH:52]=[N:51]1)[C@H:27]([S:29][C@@H:30]1[CH2:35][O:34][C@@H:33](/[CH:36]=[CH:37]/[CH:38]=[CH:39]/[C:40]2[CH:47]=[CH:46][C:43]([C:44]#[N:45])=[CH:42][C:41]=2[F:48])[O:32][CH2:31]1)[CH3:28].[H-].[Na+]>>[C:1]([O:14][CH2:15][CH:16]=[CH2:17])(=[O:13])[CH2:2][CH2:3][C:4]([O:6][CH2:7][CH2:8][CH2:9][C:10]([O:55][C@:26]([C:20]1[CH:21]=[CH:22][C:23]([F:25])=[CH:24][C:19]=1[F:18])([CH2:49][N:50]1[CH:54]=[N:53][CH:52]=[N:51]1)[C@H:27]([S:29][C@@H:30]1[CH2:31][O:32][C@@H:33](/[CH:36]=[CH:37]/[CH:38]=[CH:39]/[C:40]2[CH:47]=[CH:46][C:43]([C:44]#[N:45])=[CH:42][C:41]=2[F:48])[O:34][CH2:35]1)[CH3:28])=[O:11])=[O:5] |f:2.3|. Procedure: The crude allyl 4-chloro-4-oxobutyl succinate was treated with 4-[(1E,3E)-4-[trans-5-[[(1R,2R)-2-(2,4-difluorophenyl)-2-hydroxy-1-methyl-3-(1H-1,2,4-triazol-1-yl)propyl]thio]-1,3-dioxan-2-yl]-1,3-butadienyl]-3-fluorobenzonitrile (814 mg, 1.50 mmol) described in Reference example 1 and sodium hydride (55% dispersion in mineral oil; 70 mg, 1.6 mmol) according to a similar procedure to that described in Example 13-(2). The obtained crude title compound was purified by recycle preparative HPLC [LC-9... Yields the product CSc1nc(Nc2cc(C)n[nH]2)cc(N2CC(F)(C3CC3)C2)n1. Reactants: CCCCCC, FC1(C2CC2)CNC1, CCN(C(C)C)C(C)C, CC(C)O, CSc1nc(Cl)cc(Nc2cc(C)n[nH]2)n1, Cl. Reaction SMILES: [CH3:39][CH2:40][CH2:41][CH2:42][CH2:43][CH3:44].[CH:18]1([C:21]2([F:25])[CH2:22][NH:23][CH2:24]2)[CH2:19][CH2:20]1.[CH:26]([N:27]([CH:28]([CH3:29])[CH3:30])[CH2:31][CH3:32])([CH3:33])[CH3:34].[CH:35]([OH:36])([CH3:37])[CH3:38].[Cl:1][c:2]1[cH:3][c:4]([NH:10][c:11]2[cH:12][c:13]([CH3:16])[n:14][nH:15]2)[n:5][c:6]([S:8][CH3:9])[n:7]1.[ClH:17]>>[c:2]1([N:23]2[CH2:22][C:21]([CH:18]3[CH2:19][CH2:20]3)([F:25])[CH2:24]2)[cH:3][c:4]([NH:10][c:11]2[cH:12][c:13]([CH3:16])[n:14][nH:15]2)[n:5][c:6]([S:8][CH3:9])[n:7]1.